This data is from the Open Reaction Database (ORD), a public repository of structured organic reaction records. The task is: describe an organic reaction: reactants, conditions, products, and yield The reactants are diphenol 2.4 (3,3-bis(4-hydroxyphenyl)butyl 2-oxo-2H-chromene-3-carboxylate), C1(=CC=CC=C1)O (Phenol), ketone, O=C(CCOC(=O)C=1C(OC2=CC=CC=C2C1)=O)C (2-oxo-2H-chromene-3-carboxylic acid 3-oxo-butyl ester). Solvent: three. Reaction conditions: temperature 80 celsius. Product: C1=CC=C(C(=C1)C2=CC(=CC=C2)O)O (diphenol). Reaction SMILES: [C:1]1([OH:7])[CH:6]=[CH:5][CH:4]=[CH:3][CH:2]=1.O=C(C)CCOC(C1C(=O)[O:17][C:18]2[C:23](C=1)=[CH:22][CH:21]=[CH:20][CH:19]=2)=O>>[CH:21]1[CH:22]=[C:23]([C:3]2[CH:4]=[CH:5][CH:6]=[C:1]([OH:7])[CH:2]=2)[C:18]([OH:17])=[CH:19][CH:20]=1. Procedure details: The preparation of tagged diphenol 2.4 (3,3-bis(4-hydroxyphenyl)butyl 2-oxo-2H-chromene-3-carboxylate). Phenol (200 mmol) and a catalyst (e.g., Cs2.5H0.25DEAT0.25PW12O40, 0.5 g) can be combined under nitrogen in a 250 mL three necked flask equipped with a condenser and a magnetic stirrer and heated to 80° C. with stirring. A tagged ketone (20 mmol), such as 2-oxo-2H-chromene-3-carboxylic acid 3-oxo-butyl ester, can be added and diphenol 2.4 can be produced with high (e.g., approximately 96%) sel... The reactants are C(#N)CC1(CNC1)N1N=CC(=C1)C1=CC=2N(N=C1)C(=CN2)C=2C=C(C=CC2)NC(=O)NCC(F)(F)F (N-[3-(7-{1-[3-(cyanomethyl)azetidin-3-yl]-1H-pyrazol-4-yl}imidazo[1,2-b]pyridazin-3-yl)phenyl]-N′-(2,2,2-trifluoroethyl)urea), O1C(CCC1)CC(=O)O (tetrahydrofuran-2-ylacetic acid). The product is C(#N)CC1(CN(C1)C(CC1OCCC1)=O)N1N=CC(=C1)C1=CC=2N(N=C1)C(=CN2)C=2C=C(C=CC2)NC(=O)NCC(F)(F)F (N-[3-(7-{1-[3-(Cyanomethyl)-1-(tetrahydrofuran-2-ylacetyl)azetidin-3-yl]-1H-pyrazol-4-yl}imidazo[1,2-b]pyridazin-3-yl)phenyl]-N′-(2,2,2-trifluoroethyl)urea). RXN SMILES: [C:1]([CH2:3][C:4]1([N:8]2[CH:12]=[C:11]([C:13]3[CH:18]=[N:17][N:16]4[C:19]([C:22]5[CH:23]=[C:24]([NH:28][C:29]([NH:31][CH2:32][C:33]([F:36])([F:35])[F:34])=[O:30])[CH:25]=[CH:26][CH:27]=5)=[CH:20][N:21]=[C:15]4[CH:14]=3)[CH:10]=[N:9]2)[CH2:7][NH:6][CH2:5]1)#[N:2].[O:37]1[CH2:41][CH2:40][CH2:39][CH:38]1[CH2:42][C:43](O)=[O:44]>>[C:1]([CH2:3][C:4]1([N:8]2[CH:12]=[C:11]([C:13]3[CH:18]=[N:17][N:16]4[C:19]([C:22]5[CH:23]=[C:24]([NH:28][C:29]([NH:31][CH2:32][C:33]([F:35])([F:36])[F:34])=[O:30])[CH:25]=[CH:26][CH:27]=5)=[CH:20][N:21]=[C:15]4[CH:14]=3)[CH:10]=[N:9]2)[CH2:5][N:6]([C:43](=[O:44])[CH2:42][CH:38]2[CH2:39][CH2:40][CH2:41][O:37]2)[CH2:7]1)#[N:2]. Procedure: This compound was prepared by using procedures analogous to those described for the synthesis of Example 77 starting from N-[3-(7-{1-[3-(cyanomethyl)azetidin-3-yl]-1H-pyrazol-4-yl}imidazo[1,2-b]pyridazin-3-yl)phenyl]-N′-(2,2,2-trifluoroethyl)urea and tetrahydrofuran-2-ylacetic acid (Matrix Scitific, cat. No. 020454). LCMS (M+H)+: m/z=608.2. Reactants: Cl.Cl.OC(CC[C@H]1[C@H](CN(CC1)CCSC=1SC=CC1)CC(=O)OC)C1=CC=NC2=CC=C(C=C12)OC (methyl (3R,4R)-4-[3-(R,S)-hydroxy-3-(6-methoxyquinolin-4-yl)propyl]-1-[2-(2-thienylthio)ethyl]piperidine-3-acetate dihydrochloride), [OH-].[Na+] (sodium hydroxide). Solvent: O1CCOCC1 (dioxane). Run at temperature 60 celsius, time 20 hour. Product: OC(CC[C@H]1[C@H](CN(CC1)CCSC=1SC=CC1)CC(=O)O)C1=CC=NC2=CC=C(C=C12)OC ((3R,4R)-4-[3-(R,S)-hydroxy-3-(6-methoxyquinolin4-yl)propyl]-1-[2-(2-thienylthio)-ethyl]piperidine-3-acetic acid). Yield: 95.5%. As a reaction SMILES: Cl.Cl.[OH:3][CH:4]([C:26]1[C:35]2[C:30](=[CH:31][CH:32]=[C:33]([O:36][CH3:37])[CH:34]=2)[N:29]=[CH:28][CH:27]=1)[CH2:5][CH2:6][C@@H:7]1[CH2:12][CH2:11][N:10]([CH2:13][CH2:14][S:15][C:16]2[S:17][CH:18]=[CH:19][CH:20]=2)[CH2:9][C@@H:8]1[CH2:21][C:22]([O:24]C)=[O:23].[OH-].[Na+]>O1CCOCC1>[OH:3][CH:4]([C:26]1[C:35]2[C:30](=[CH:31][CH:32]=[C:33]([O:36][CH3:37])[CH:34]=2)[N:29]=[CH:28][CH:27]=1)[CH2:5][CH2:6][C@@H:7]1[CH2:12][CH2:11][N:10]([CH2:13][CH2:14][S:15][C:16]2[S:17][CH:18]=[CH:19][CH:20]=2)[CH2:9][C@@H:8]1[CH2:21][C:22]([OH:24])=[O:23] |f:0.1.2,3.4|. Reported procedure: A mixture of 0.22 g of methyl (3R,4R)-4-[3-(R,S)-hydroxy-3-(6-methoxyquinolin-4-yl)propyl]-1-[2-(2-thienylthio)ethyl]piperidine-3-acetate dihydrochloride in 5 cm3 of dioxane, to which had been added 0.683 cm3 of 5N aqueous sodium hydroxide solution, was stirred for 20 hours at a temperature in the region of 60° C. After evaporating under reduced pressure (5 kPa) at a temperature in the region of 40 ° C., the residue obtained was purified by chromatography at atmospheric pressure on a column of s... Product: BrC1=CNC2=NC=CC(=C21)[N+](=O)[O-] (3-Bromo-4-nitro-1H-pyrrolo[2,3-b]pyridine). Procedure details: At 0° C., 316 μl (6.13 mmol) of bromine are added dropwise to a solution of 1.00 g (6.13 mmol) of 4-nitro-1H-pyrrolo[2,3-b]pyridine (Antonini, Ippolito; Claudi, Francesco; Cristalli, Gloria; Franchetti, Palmarisa; Grifantini, Mario; Martelli, Sante; J. Med. Chem. 1982, 25, 1258-1261.) in 50 ml of dichloromethane. After 1 h of stirring at 0° C. and 1 h of stirring at room temperature, the solution is poured onto a mixture of ice and saturated sodium bicarbonate solution. The mixture is then extra... Reaction SMILES: [Br:1]Br.[N+:3]([C:6]1[CH:11]=[CH:10][N:9]=[C:8]2[NH:12][CH:13]=[CH:14][C:7]=12)([O-:5])=[O:4].C(=O)(O)[O-].[Na+]>ClCCl>[Br:1][C:14]1[C:7]2[C:8](=[N:9][CH:10]=[CH:11][C:6]=2[N+:3]([O-:5])=[O:4])[NH:12][CH:13]=1 |f:2.3|. The solvent is ClCCl (dichloromethane). Run at temperature 0 celsius, time 1 hour. The reactants are BrBr (bromine), [N+](=O)([O-])C1=C2C(=NC=C1)NC=C2 (4-nitro-1H-pyrrolo[2,3-b]pyridine), C([O-])(O)=O.[Na+] (sodium bicarbonate).